This data is from the Open Reaction Database (ORD), a public repository of structured organic reaction records. The task is: describe an organic reaction: reactants, conditions, products, and yield The reactants are C1(CC1)N (cyclopropylamine), OC1=C(C=CC=C1)C1(CC1)NC=1C(N(C=CN1)C=1C=C(C(=O)OC)C=CC1C)=O (Methyl 3-(3-(1-(2-hydroxyphenyl)cyclopropylamino)-2-oxopyrazin-1(2H)-yl)-4-methylbenzoate), C(C)(C)[Mg]Cl (isopropylmagnesium chloride), solution, Cl (HCl), C(C)(C)[Mg]Cl (isopropylmagnesium chloride). Solvent: C1CCOC1 (THF), C1CCOC1 (THF), O (Water). Run at time 1 hour. Yields the product C1(CC1)NC(C1=CC(=C(C=C1)C)N1C(C(=NC=C1)NC1(CC1)C1=C(C=CC=C1)O)=O)=O (N-Cyclopropyl-3-(3-(1-(2-hydroxyphenyl)cyclopropylamino)-2-oxopyrazin-1(2H)-yl)-4-methylbenzamide). The yield is 97.1%. As a reaction SMILES: [CH:1]1([NH2:4])[CH2:3][CH2:2]1.[OH:5][C:6]1[CH:11]=[CH:10][CH:9]=[CH:8][C:7]=1[C:12]1([NH:15][C:16]2[C:17](=[O:33])[N:18]([C:22]3[CH:23]=[C:24]([CH:29]=[CH:30][C:31]=3[CH3:32])[C:25](OC)=[O:26])[CH:19]=[CH:20][N:21]=2)[CH2:14][CH2:13]1.C([Mg]Cl)(C)C.Cl>C1COCC1.O>[CH:1]1([NH:4][C:25](=[O:26])[C:24]2[CH:29]=[CH:30][C:31]([CH3:32])=[C:22]([N:18]3[CH:19]=[CH:20][N:21]=[C:16]([NH:15][C:12]4([C:7]5[CH:8]=[CH:9][CH:10]=[CH:11][C:6]=5[OH:5])[CH2:14][CH2:13]4)[C:17]3=[O:33])[CH:23]=2)[CH2:3][CH2:2]1. Procedure details: To cyclopropylamine (0.60 mL, 8.46 mmol) and Methyl 3-(3-(1-(2-hydroxyphenyl)cyclopropylamino)-2-oxopyrazin-1(2H)-yl)-4-methylbenzoate (Example 167c, 0.331 g) in THF (5 mL) at rt was added isopropylmagnesium chloride (0.85 mL of a 2M solution in THF) dropwise. The reaction was stirred for 1 h and then further isopropylmagnesium chloride (0.85 mL of 2M solution in THF) was added and the reaction stirred for 16 h. Water and 2M aqueous HCl were cautiously added and the aqueous layer extracted with ...